This data is from the Open Reaction Database (ORD), a public repository of structured organic reaction records. The task is: describe an organic reaction: reactants, conditions, products, and yield Starting materials: [C-]#N.[K+] (Potassium cyanide), BrC1=CC(=C(C=C1)CBr)C (4-bromo-1-(bromomethyl)-2-methylbenzene), O (water). Run in C(C)O.O (ethanol water). Reaction conditions: temperature 60 celsius, time 1.5 hour. Product: BrC1=CC(=C(C=C1)CC#N)C ((4-bromo-2-methylphenyl)acetonitrile). The yield is 63.0%. RXN SMILES: [C-:1]#[N:2].[K+].[Br:4][C:5]1[CH:10]=[CH:9][C:8]([CH2:11]Br)=[C:7]([CH3:13])[CH:6]=1.O>C(O)C.O>[Br:4][C:5]1[CH:10]=[CH:9][C:8]([CH2:11][C:1]#[N:2])=[C:7]([CH3:13])[CH:6]=1 |f:0.1,4.5|. Procedure details: After carbon tetrabromide (6.7 g, 20 mmol) and triphenylphosphine (5.2 g, 20 mmol) were added to a solution of (4-bromo-2-methylphenyl)methanol (3.7 g, 18.4 mmol) which was synthesized according to the method described in literature (Dawson, M. I., et al., J. Med. Chem., 1984, vol. 27, pp. 1516-1531) under ice-cooling, the mixture was stirred at room temperature for 1 hour. Hexane was added to the reaction mixture and the insolubles were removed by filtration. After the obtained filtrate was pou... Reactants: C(C)(C)(C)OC(=O)N(CC1=C(C=CC(=C1)[N+](=O)[O-])F)C(=O)OC(C)(C)C (N-(2-fluoro-5-nitrophenylmethyl)iminodicarboxylic acid di-t-butyl ester), N1CCCCC1 (piperidine). Yields the product C(C)(C)(C)OC(=O)N(CC1=C(C=CC(=C1)[N+](=O)[O-])N1CCCCC1)C(=O)OC(C)(C)C (N-(5-nitro-2-piperidinophenylmethyl)iminodicarboxylic acid di-t-butyl ester). Isolated yield 98.0%. RXN SMILES: [C:1]([O:5][C:6]([N:8]([C:20]([O:22][C:23]([CH3:26])([CH3:25])[CH3:24])=[O:21])[CH2:9][C:10]1[CH:15]=[C:14]([N+:16]([O-:18])=[O:17])[CH:13]=[CH:12][C:11]=1F)=[O:7])([CH3:4])([CH3:3])[CH3:2].[NH:27]1[CH2:32][CH2:31][CH2:30][CH2:29][CH2:28]1>>[C:1]([O:5][C:6]([N:8]([C:20]([O:22][C:23]([CH3:26])([CH3:25])[CH3:24])=[O:21])[CH2:9][C:10]1[CH:15]=[C:14]([N+:16]([O-:18])=[O:17])[CH:13]=[CH:12][C:11]=1[N:27]1[CH2:32][CH2:31][CH2:30][CH2:29][CH2:28]1)=[O:7])([CH3:4])([CH3:3])[CH3:2]. Reported procedure: Using the compound obtained in Example 263 as a starting material and also using piperidine as a reagent in the absence of a solvent, the same procedure of Example 264 gave 1.524 g of the titled compound (yield, 98%). Reactants: CC1(OB(OC1(C)C)C=1C=NN(C1)C1CCN(CC1)C(=O)OC(C)(C)C)C (Tert-butyl 4-[4-(4,4,5,5-tetramethyl-1,3,2-dioxaborolan-2-yl)pyrazol-1-yl]piperidine-1-carboxylate), BrC=1C=C(C(=NC1)N)C=1OC=2C(=NC=C(C2)F)N1 (5-bromo-3-(6-fluorooxazolo[4,5-b]pyridin-2-yl)pyridin-2-amine), [F-].[Cs+] (caesium fluoride). The reagents and catalysts are [Pd](Cl)Cl.C1(=CC=CC=C1)P(C1=CC=CC=C1)C1=CC=CC=C1.C1(=CC=CC=C1)P(C1=CC=CC=C1)C1=CC=CC=C1 (bis(triphenylphosphine) palladium (II) chloride). The solvent is CO (Methanol). Conditions: temperature 120 celsius. Yields the product NC1=C(C=C(C=N1)C=1C=NN(C1)C1CCN(CC1)C(=O)OC(C)(C)C)C=1OC=2C(=NC=C(C2)F)N1 (tert-butyl 4-[4-[6-amino-5-(6-fluorooxazolo[4,5-b]pyridin-2-yl)-3-pyridyl]pyrazol-1-yl]piperidine-1-carboxylate). The yield is 87.5%. Reaction SMILES: CC1(C)C(C)(C)OB([C:9]2[CH:10]=[N:11][N:12]([CH:14]3[CH2:19][CH2:18][N:17]([C:20]([O:22][C:23]([CH3:26])([CH3:25])[CH3:24])=[O:21])[CH2:16][CH2:15]3)[CH:13]=2)O1.Br[C:29]1[CH:30]=[C:31]([C:36]2[O:37][C:38]3[C:39]([N:45]=2)=[N:40][CH:41]=[C:42]([F:44])[CH:43]=3)[C:32]([NH2:35])=[N:33][CH:34]=1.[F-].[Cs+]>[Pd](Cl)Cl.C1(P(C2C=CC=CC=2)C2C=CC=CC=2)C=CC=CC=1.C1(P(C2C=CC=CC=2)C2C=CC=CC=2)C=CC=CC=1.CO>[NH2:35][C:32]1[N:33]=[CH:34][C:29]([C:9]2[CH:10]=[N:11][N:12]([CH:14]3[CH2:15][CH2:16][N:17]([C:20]([O:22][C:23]([CH3:24])([CH3:25])[CH3:26])=[O:21])[CH2:18][CH2:19]3)[CH:13]=2)=[CH:30][C:31]=1[C:36]1[O:37][C:38]2[C:39]([N:45]=1)=[N:40][CH:41]=[C:42]([F:44])[CH:43]=2 |f:2.3,4.5.6|. Procedure details: Tert-butyl 4-[4-(4,4,5,5-tetramethyl-1,3,2-dioxaborolan-2-yl)pyrazol-1-yl]piperidine-1-carboxylate (222 mg) and 5-bromo-3-(6-fluorooxazolo[4,5-b]pyridin-2-yl)pyridin-2-amine (140 mg), bis(triphenylphosphine) palladium (II) chloride (15.9 mg) and caesium fluoride (172 mg) were weighed out in a microwave vial and sealed. Methanol (2 ml) was added and nitrogen was bubbled in the resulting suspension. The resulting mixture was heated in a 300 W microwave at 120° C. for 20 minutes. The crude product ... The reactants are CS(=O)(=O)O (methanesulfonic acid), FC1=C(C=C(C(=O)O)C=C1)[N+](=O)[O-] (4-Fluoro-3-nitrobenzoic acid), NC1=C(C=CC(=C1)Cl)O (2-amino-4-chlorophenol), CCN=C=NCCCN(C)C (WSC). Solvent: O (water), C(Cl)(Cl)Cl (CHCl3). Conditions: time 2 hour. The product is ClC=1C=CC2=C(N=C(O2)C=2C=CC(=C(C2)[N+](=O)[O-])F)C1 (5-chloro-2-(2-fluoronitrobenzen-5-yl)benzoxazole). Yield: 78.5%. RXN SMILES: [F:1][C:2]1[CH:10]=[CH:9][C:5]([C:6]([OH:8])=O)=[CH:4][C:3]=1[N+:11]([O-:13])=[O:12].[NH2:14][C:15]1[CH:20]=[C:19]([Cl:21])[CH:18]=[CH:17][C:16]=1O.CCN=C=NCCCN(C)C.CS(O)(=O)=O>O.C(Cl)(Cl)Cl>[Cl:21][C:19]1[CH:18]=[CH:17][C:16]2[O:8][C:6]([C:5]3[CH:9]=[CH:10][C:2]([F:1])=[C:3]([N+:11]([O-:13])=[O:12])[CH:4]=3)=[N:14][C:15]=2[CH:20]=1. Reported procedure: 4-Fluoro-3-nitrobenzoic acid (25.0 g, 135 mmol), 2-amino-4-chlorophenol (21.3 g, 149 mmol), CHCl3 (500 mL), and WSC (28.5 g, 149 mmol) were added together and stirred at room temperature for 2 hours. The reaction mass was concentrated, and then the residue was washed with water and ethanol. To a dioxane (500 mL) solution of the solid obtained was added methanesulfonic acid (81.9 g, 811 mmol), and this was heated to reflux for 18 hours. After the reaction solution was cooled, water was added, and...